This data is from the Open Reaction Database (ORD), a public repository of structured organic reaction records. The task is: describe an organic reaction: reactants, conditions, products, and yield Starting materials: C(C=C)S[C@]1(C[C@H](N(C1)C(=O)OCC1=CC=CC=C1)C(=O)OC)C1=CC=C(C=C1)C1=CC=CC=C1 ((2S,4R)-1-benzyl 2-methyl 4-(allylthio)-4-(biphenyl-4-yl)pyrrolidine-1,2-dicarboxylate), I[Si](C)(C)C (iodotrimethylsilane), CO (methyl alcohol). Solvent: C(C)#N (acetonitrile). Reaction conditions: time 2 hour. The product is O (Water), C(C=C)S[C@]1(C[C@H](NC1)C(=O)OC)C1=CC=C(C=C1)C1=CC=CC=C1 ((2S,4R)-methyl 4-(allylthio)-4-(biphenyl-4-yl)pyrrolidine-2-carboxylate). Yield: 49.6%. Reaction SMILES: [CH2:1]([S:4][C@:5]1([C:24]2[CH:29]=[CH:28][C:27]([C:30]3[CH:35]=[CH:34][CH:33]=[CH:32][CH:31]=3)=[CH:26][CH:25]=2)[CH2:9][N:8](C(OCC2C=CC=CC=2)=[O:11])[C@H:7]([C:20]([O:22][CH3:23])=[O:21])[CH2:6]1)[CH:2]=[CH2:3].I[Si](C)(C)C.CO>C(#N)C>[OH2:11].[CH2:1]([S:4][C@:5]1([C:24]2[CH:25]=[CH:26][C:27]([C:30]3[CH:35]=[CH:34][CH:33]=[CH:32][CH:31]=3)=[CH:28][CH:29]=2)[CH2:9][NH:8][C@H:7]([C:20]([O:22][CH3:23])=[O:21])[CH2:6]1)[CH:2]=[CH2:3]. Reported procedure: To an iced solution of (2S,4R)-1-benzyl 2-methyl 4-(allylthio)-4-(biphenyl-4-yl)pyrrolidine-1,2-dicarboxylate (1.85 g, 3.79 mmol) in acetonitrile (20 mL) was added iodotrimethylsilane (0.810 mL, 5.69 mmol). The formed light brown solution was stirred at room temperature for 2 h. Cooled with ice bath, quenched with methyl alcohol (7.68 mL, 190 mmol). The formed light brown solution was purified by prep-HPL, and the collected fractions were evaporated on speed-vac system. The yellow residue was ta... Reactants: C(C1=CC(O)=C(O)C(O)=C1)(=O)O (gallic acid), C(C)(=O)OC(C)=O (acetic anhydride), S(O)(O)(=O)=O (sulfuric acid). Solvent: O (water). Conditions: time 1 minute. Yields the product C(C)(=O)OC=1C=C(C(=O)O)C=C(C1OC(C)=O)OC(C)=O (3,4,5-triacetoxybenzoic Acid). Reaction SMILES: [C:1]([OH:12])(=[O:11])[C:2]1[CH:10]=[C:8]([OH:9])[C:6]([OH:7])=[C:4]([OH:5])[CH:3]=1.C(O[C:17](=[O:19])[CH3:18])(=O)C.S(=O)(=O)(O)O>O>[C:4]([O:5][C:4]1[CH:3]=[C:2]([CH:10]=[C:8]([O:9][C:17](=[O:19])[CH3:18])[C:6]=1[O:7][C:6](=[O:7])[CH3:8])[C:1]([OH:12])=[O:11])(=[O:5])[CH3:3]. Procedure details: In a one liter round bottom flask, with a magnetic stirrer, were combined gallic acid (170.1 g, 1.0 mole) and acetic anhydride (566 ml, 6 moles). The slurry was stirred as sulfuric acid (1.06 ml) was added. The temperature rose rapidly from 21° C. to 75° C. over about 1 minute and the slurry became a clear yellow solution. The mixture was stirred and allowed to cool to ambient temperature over 20 minutes. The solution was then poured into a stirred, four liter Erlenmeyer flask containing three l... Reactants: BrC1=NC=C(C=C1)COC1OCCCC1 (2-[(2-bromopyridin-5-yl)methoxy]tetrahydro-2H-pyran), [NH4+].[Cl-] (NH4Cl), C(C=C)[Si](C)(C)Cl (allylchlorodimethylsilane), C(CCC)[Li] (n-butyllithium). Solvent: C1CCOC1 (THF). Conditions: time 1 hour. Yields the product C(C=C)C1=NC=C(C=C1[SiH](C)C)COC1OCCCC1 (2-[(2-Allyldimethylsilylpyridin-5-yl)methoxy]tetrahydro-2H-pyran). Isolated yield 55.0%. As a reaction SMILES: Br[C:2]1[CH:7]=[CH:6][C:5]([CH2:8][O:9][CH:10]2[CH2:15][CH2:14][CH2:13][CH2:12][O:11]2)=[CH:4][N:3]=1.[CH2:16]([Li])[CH2:17][CH2:18]C.[CH2:21]([Si:24](Cl)(C)[CH3:25])C=C.[NH4+].[Cl-]>C1COCC1>[CH2:16]([C:2]1[C:7]([SiH:24]([CH3:25])[CH3:21])=[CH:6][C:5]([CH2:8][O:9][CH:10]2[CH2:15][CH2:14][CH2:13][CH2:12][O:11]2)=[CH:4][N:3]=1)[CH:17]=[CH2:18] |f:3.4|. Procedure: To a solution of 2-[(2-bromopyridin-5-yl)methoxy]tetrahydro-2H-pyran. (5 Scheme 27, 5.1 g, 18.7 mmol) in dry THF (200 mL) at −78° C. was added n-butyllithium (7.5 mL, 2.5 M solution in hexanes, 18.7 mmol). After being stirred for 10 min −78° C., allylchlorodimethylsilane (2.5 g, 18.7 mmol) was added dropwise over a period of 20 min. The reaction mixture was stirred further for 1 h and warmed to room temperature. Concentrated NH4Cl (5 mL) was added to the solution, and the reaction mixture was co... Reactants: COC1=CC=C(CN(C2=NC(=NC(=N2)C)C=2C(=NC=C(C=O)C2)NC=2C=NC(=CC2)OC)CC2=CC=C(C=C2)OC)C=C1 (5-(4-(bis(4-methoxybenzyl)amino)-6-methyl-1,3,5-triazin-2-yl)-6-(6-methoxypyridin-3-ylamino)nicotinaldehyde), CS(=O)(=O)C1CNC1 (3-(methylsulfonyl)azetidine). Product: COC1=CC=C(C=N1)NC1=NC=C(C=C1C1=NC(=NC(=N1)C)N)CN1CC(C1)S(=O)(=O)C (4-(2-(6-Methoxypyridin-3-Ylamino)-5-((3-(Methylsulfonyl)Azetidin-1-yl)Methyl)Pyridin-3-yl)-6-Methyl-1,3,5-Triazin-2-Amine). RXN SMILES: COC1C=CC(C[N:8](CC2C=CC(OC)=CC=2)[C:9]2[N:14]=[C:13]([CH3:15])[N:12]=[C:11]([C:16]3[C:17]([NH:24][C:25]4[CH:26]=[N:27][C:28]([O:31][CH3:32])=[CH:29][CH:30]=4)=[N:18][CH:19]=[C:20]([CH:23]=3)[CH:21]=O)[N:10]=2)=CC=1.[CH3:44][S:45]([CH:48]1[CH2:51][NH:50][CH2:49]1)(=[O:47])=[O:46]>>[CH3:32][O:31][C:28]1[N:27]=[CH:26][C:25]([NH:24][C:17]2[C:16]([C:11]3[N:12]=[C:13]([CH3:15])[N:14]=[C:9]([NH2:8])[N:10]=3)=[CH:23][C:20]([CH2:21][N:50]3[CH2:51][CH:48]([S:45]([CH3:44])(=[O:47])=[O:46])[CH2:49]3)=[CH:19][N:18]=2)=[CH:30][CH:29]=1. Reported procedure: The title compound was synthesized following an analogous procedure to Example 220 using 5-(4-(bis(4-methoxybenzyl)amino)-6-methyl-1,3,5-triazin-2-yl)-6-(6-methoxypyridin-3-ylamino)nicotinaldehyde (0.200 g, 0.346 mmol) and 3-(methylsulfonyl)azetidine (PharmaBlock, Carrboro, N.C.) (0.070 g, 0.519 mmol). 1H NMR (400 MHz, d6-DMSO) δ 11.81 (s, 1H); 8.88 (br. s., 1H); 8.54 (d, J=2.74 Hz, 1H); 8.38 (d, J=1.76Hz, 1H); 8.13 (dd, J=8.90, 2.64 Hz, 1H); 7.77-7.94 (m, 2H); 6.85 (d, J=8.80 Hz, 1H); 4.09-4.58... Run in ClC1=CC=CC=C1 (chlorobenzene). Reported procedure: To a solution of phenylmalonic trimethylsilyl ester prepared with 0.1 mole of the acid (18.0) and bisilylacetamide in chlorobenzene (100 ml), there is added thionyl chloride (10 ml) with stirring being maintained at room temperature (20°) for 60 minutes. Thereafter the mixture is distilled at ordinary pressure to draw off trimethylchlorosilane (13.0 ml) and the resulting solution gives trimethylsilyl alpha-chlorocarbonyl-phenylacetate. Thereafter phenol (15.0 g) is added and stirring is continue... Reactants: S(=O)(Cl)Cl (thionyl chloride), C[Si](C)(C)OC(C(C(=O)O)C1=CC=CC=C1)=O (phenylmalonic trimethylsilyl ester), acid ( 18.0 ), CC(=O)N([SiH3])[SiH3] (bisilylacetamide). RXN SMILES: [CH3:1][Si:2]([O:5][C:6](=[O:17])[CH:7]([C:11]1[CH:16]=[CH:15][CH:14]=[CH:13][CH:12]=1)[C:8](O)=[O:9])([CH3:4])[CH3:3].CC(N([SiH3])[SiH3])=O.S(Cl)([Cl:26])=O>ClC1C=CC=CC=1>[Cl:26][C:8]([CH:7]([C:11]1[CH:16]=[CH:15][CH:14]=[CH:13][CH:12]=1)[C:6]([O:5][Si:2]([CH3:4])([CH3:3])[CH3:1])=[O:17])=[O:9]. The product is ClC(=O)C(C(=O)O[Si](C)(C)C)C1=CC=CC=C1 (trimethylsilyl alpha-chlorocarbonyl-phenylacetate).